From a dataset of the Open Reaction Database (ORD), a public repository of structured organic reaction records. describe an organic reaction: reactants, conditions, products, and yield Reactants: CC(=O)OCCc1ccc(-c2cc(C(F)(F)F)nn2-c2ccc([N+](=O)[O-])cc2)cc1, CCO, [Cl-], [Fe], [NH4+], O. Product: CC(=O)OCCc1ccc(-c2cc(C(F)(F)F)nn2-c2ccc(N)cc2)cc1. Reaction SMILES: [C:3]([CH3:4])(=[O:5])[O:6][CH2:7][CH2:8][c:9]1[cH:10][cH:11][c:12](-[c:15]2[cH:16][c:17]([C:29]([F:30])([F:31])[F:32])[n:18][n:19]2-[c:20]2[cH:21][cH:22][c:23]([N+:26]([O-:27])=[O:28])[cH:24][cH:25]2)[cH:13][cH:14]1.[CH3:34][CH2:35][OH:36].[Cl-:1].[Fe:37].[NH4+:2].[OH2:33]>>[C:3]([CH3:4])(=[O:5])[O:6][CH2:7][CH2:8][c:9]1[cH:10][cH:11][c:12](-[c:15]2[cH:16][c:17]([C:29]([F:30])([F:31])[F:32])[n:18][n:19]2-[c:20]2[cH:21][cH:22][c:23]([NH2:26])[cH:24][cH:25]2)[cH:13][cH:14]1. The reactants are C(=O)([O-])[O-].[K+].[K+] (K2CO3), [N+](=O)([O-])C1=CC=C(C=C1)O (4-nitrophenol), BrCCCCCCCCBr (1,8-dibromooctane). Solvent: CC(=O)C (acetone). The product is BrCCCCCCCCOC1=CC=C(C=C1)[N+](=O)[O-] (1-(8-Bromooctyloxy)-4-nitrobenzene). The yield is 88.7%. As a reaction SMILES: C([O-])([O-])=O.[K+].[K+].[N+:7]([C:10]1[CH:15]=[CH:14][C:13]([OH:16])=[CH:12][CH:11]=1)([O-:9])=[O:8].[Br:17][CH2:18][CH2:19][CH2:20][CH2:21][CH2:22][CH2:23][CH2:24][CH2:25]Br>CC(C)=O>[Br:17][CH2:18][CH2:19][CH2:20][CH2:21][CH2:22][CH2:23][CH2:24][CH2:25][O:16][C:13]1[CH:14]=[CH:15][C:10]([N+:7]([O-:9])=[O:8])=[CH:11][CH:12]=1 |f:0.1.2|. Reported procedure: Anhydrous K2CO3 (5.50 g, 39.8 mmol) was added to a stirred solution of 4-nitrophenol (3.69 g, 26.5 mmol) and 1,8-dibromooctane (36.00 g, 132.1 mmol) in acetone. The reaction mixture was heated at reflux 12 h, then cooled to ambient temperature and filtered. The residue was washed with acetone (3×15 mL) and the combined organic layers evaporated in vacuo. The residue was dissolved in EtOAc (50 mL), the solution washed with water (2×20 mL), brine, dried over Na2SO4, filtered, volatiles evaporated ... RXN SMILES: [NH2:1][C:2]1[S:3][CH:4]=[C:5]([C:7](=[O:13])[C:8]([O:10][CH2:11][CH3:12])=[O:9])[N:6]=1.[C:14]([N:22]=[C:23]=[S:24])(=[O:21])[C:15]1[CH:20]=[CH:19][CH:18]=[CH:17][CH:16]=1>CN(C)C=O>[C:14]([NH:22][C:23](=[S:24])[NH:1][C:2]1[S:3][CH:4]=[C:5]([C:7](=[O:13])[C:8]([O:10][CH2:11][CH3:12])=[O:9])[N:6]=1)(=[O:21])[C:15]1[CH:20]=[CH:19][CH:18]=[CH:17][CH:16]=1. Procedure: The reaction described in Preparation 1 was repeated, but using 20 g of ethyl 2-aminothiazol-4-ylglyoxylate, 16.5 g of benzoyl isothiocyanate, and 100 ml of dimethylformamide, giving the title compound as a pale yellow powder. Product: C(C1=CC=CC=C1)(=O)NC(NC=1SC=C(N1)C(C(=O)OCC)=O)=S (Ethyl 2-(3-benzoylthioureido)thiazol-4-ylglyoxylate). The solvent is CN(C=O)C (dimethylformamide). The reactants are NC=1SC=C(N1)C(C(=O)OCC)=O (ethyl 2-aminothiazol-4-ylglyoxylate), C(C1=CC=CC=C1)(=O)N=C=S (benzoyl isothiocyanate). Starting materials: C(=O)([O-])[O-].[Na+].[Na+] (Na2CO3), CCl (methyl chloride), ClC=1C(C(=C(C(C1Cl)=O)C#N)C#N)=O (DDQ), NC1=C(C=CC=C1O)C (2-amino-m-cresol), C(CCCCC)OC1=C(C=O)C=C(C(=C1)CO)OCCCCCC (2,5-bis(hexyloxy)-4-(hydroxymethyl)benzaldehyde). Solvent: CO (MeOH), C(Cl)Cl (CH2Cl2). Conditions: time 2 hour. Product: CC1=CC=CC2=C1N=C(O2)C2=C(C=C(C(=C2)OCCCCCC)CO)OCCCCCC (2-(4-methylbenzoxazolyl)-5-(hydroxylmethyl)-1,4-bis(hexyloxy)benzene), solid. Isolated yield 81.8%. RXN SMILES: [NH2:1][C:2]1[C:7]([OH:8])=[CH:6][CH:5]=[CH:4][C:3]=1[CH3:9].[CH2:10]([O:16][C:17]1[CH:24]=[C:23]([CH2:25][OH:26])[C:22]([O:27][CH2:28][CH2:29][CH2:30][CH2:31][CH2:32][CH3:33])=[CH:21][C:18]=1[CH:19]=O)[CH2:11][CH2:12][CH2:13][CH2:14][CH3:15].ClC1C(=O)C(C#N)=C(C#N)C(=O)C=1Cl.C([O-])([O-])=O.[Na+].[Na+].CCl>C(Cl)Cl.CO>[CH3:9][C:3]1[C:2]2[N:1]=[C:19]([C:18]3[CH:21]=[C:22]([O:27][CH2:28][CH2:29][CH2:30][CH2:31][CH2:32][CH3:33])[C:23]([CH2:25][OH:26])=[CH:24][C:17]=3[O:16][CH2:10][CH2:11][CH2:12][CH2:13][CH2:14][CH3:15])[O:8][C:7]=2[CH:6]=[CH:5][CH:4]=1 |f:3.4.5|. Procedure details: Herein, the detailed synthetic procedure is described to illustrate the features related to the compound preparations, chemical synthesis, and spectroscopic properties. For the first reaction shown in Scheme 1, activated molecular sieves (5 Å) was added to 100 mL MeOH in 500 mL flask. Into this flask were charged 2-amino-m-cresol (2.39 g, 21.7 mmol) and 2,5-bis(hexyloxy)-4-(hydroxymethyl)benzaldehyde (2.54 g, 21.7 mmol). The resulting mixture solution was heated to reflux overnight. The solution... Reactants: [Li]CCCC, CC(C)(C)CO, CCCCCC, COC(=O)CCC(CCCCNS(=O)(=O)c1ccc(Cl)cc1)CCCc1cccnc1, C1CCOC1. The product is CC(C)(C)COC(=O)CCC(CCCCNS(=O)(=O)c1ccc(Cl)cc1)CCCc1cccnc1. RXN SMILES: [CH2:7]([Li:8])[CH2:9][CH2:10][CH3:11].[CH3:1][C:2]([CH2:3][OH:4])([CH3:5])[CH3:6].[CH3:48][CH2:49][CH2:50][CH2:51][CH2:52][CH3:53].[Cl:12][c:13]1[cH:14][cH:15][c:16]([S:19](=[O:20])(=[O:21])[NH:22][CH2:23][CH2:24][CH2:25][CH2:26][CH:27]([CH2:28][CH2:29][C:30](=[O:31])[O:32][CH3:33])[CH2:34][CH2:35][CH2:36][c:37]2[cH:38][n:39][cH:40][cH:41][cH:42]2)[cH:17][cH:18]1.[O:43]1[CH2:44][CH2:45][CH2:46][CH2:47]1>>[CH3:1][C:2]([CH2:3][O:4][C:30]([CH2:29][CH2:28][CH:27]([CH2:26][CH2:25][CH2:24][CH2:23][NH:22][S:19]([c:16]1[cH:15][cH:14][c:13]([Cl:12])[cH:18][cH:17]1)(=[O:20])=[O:21])[CH2:34][CH2:35][CH2:36][c:37]1[cH:38][n:39][cH:40][cH:41][cH:42]1)=[O:31])([CH3:5])[CH3:6]. The reactants are CN(C)C=O (DMF), BrC=1C=C2C(=C(C(=NC2=C(C1)F)Cl)C1=CC=CC=C1)Cl (6-bromo-2,4-dichloro-8-fluoro-3-phenylquinoline), Intermediate 46, [Li]CCCC (n-BuLi). Solvent: C1CCOC1 (THF). Conditions: temperature -72 celsius, time 20 minute. Product: ClC1=NC2=C(C=C(C=C2C(=C1C1=CC=CC=C1)Cl)C=O)F (2,4-Dichloro-8-fluoro-3-phenylquinoline-6-carbaldehyde). Reaction SMILES: Br[C:2]1[CH:3]=[C:4]2[C:9](=[C:10]([F:12])[CH:11]=1)[N:8]=[C:7]([Cl:13])[C:6]([C:14]1[CH:19]=[CH:18][CH:17]=[CH:16][CH:15]=1)=[C:5]2[Cl:20].[Li]CCCC.CN([CH:29]=[O:30])C>C1COCC1>[Cl:13][C:7]1[C:6]([C:14]2[CH:19]=[CH:18][CH:17]=[CH:16][CH:15]=2)=[C:5]([Cl:20])[C:4]2[C:9](=[C:10]([F:12])[CH:11]=[C:2]([CH:29]=[O:30])[CH:3]=2)[N:8]=1. Procedure: A yellow solution of 6-bromo-2,4-dichloro-8-fluoro-3-phenylquinoline (1.01 g, 2.72 mmol, Intermediate 46, step a) in THF (10 mL) was stirred at −72° C. while n-BuLi (1.15 mL, 2.59 M in hexane, 2.99 mmol) was added dropwise under argon. The resulting homogeneous dark solution was stirred at −72° C. for 20 min, and was then treated with DMF (0.273 mL, 3.53 mmol) dropwise. The homogeneous dark reaction was stirred at −72° C. for 25 min, and was then removed from the cold bath and stirred under ambi... Starting materials: FC1=C(C(=C(C(=C1O)F)F)F)F (pentafluorophenol), C1CCC(CC1)N=C=NC2CCCCC2 (DCC), N([C@@H](CC(N)=O)C(=O)NCC(=O)O)C(=O)OCC1=CC=CC=C1 (Z-Asn-Gly-OH), N[C@@H](C)C(=O)N[C@@H](CCC(OC(C)(C)C)=O)C(=O)N[C@@H](CC(OC(C)(C)C)=O)C(=O)N[C@@H](CCC(OC(C)(C)C)=O)C(=O)N[C@@H](CO)C(=O)N[C@@H](C)C(=O)OC(C)(C)C (H-Ala-Glu(OtBu)-Asp(OtBu)-Glu(OtBu)-Ser-Ala-OtBu). Solvent: CN(C)C=O (DMF). Conditions: temperature 0 celsius, time 2.5 hour. Product: N([C@@H](CC(N)=O)C(=O)NCC(=O)N[C@@H](C)C(=O)N[C@@H](CCC(OC(C)(C)C)=O)C(=O)N[C@@H](CC(OC(C)(C)C)=O)C(=O)N[C@@H](CCC(OC(C)(C)C)=O)C(=O)N[C@@H](CO)C(=O)N[C@@H](C)C(=O)OC(C)(C)C)C(=O)OCC1=CC=CC=C1 (Z-Asn-Gly-Ala-Glu(OtBu)-Asp(OtBu)-Glu(OtBu)-Ser-Ala-OtBu). Isolated yield 89.0%. As a reaction SMILES: FC1C(O)=C(F)C(F)=C(F)C=1F.[NH:13]([C:26]([O:28][CH2:29][C:30]1[CH:35]=[CH:34][CH:33]=[CH:32][CH:31]=1)=[O:27])[C@H:14]([C:19]([NH:21][CH2:22][C:23]([OH:25])=O)=[O:20])[CH2:15][C:16](=[O:18])[NH2:17].[NH2:36][C@H:37]([C:39]([NH:41][C@H:42]([C:52]([NH:54][C@H:55]([C:64]([NH:66][C@H:67]([C:77]([NH:79][C@H:80]([C:83]([NH:85][C@H:86]([C:88]([O:90][C:91]([CH3:94])([CH3:93])[CH3:92])=[O:89])[CH3:87])=[O:84])[CH2:81][OH:82])=[O:78])[CH2:68][CH2:69][C:70](=[O:76])[O:71][C:72]([CH3:75])([CH3:74])[CH3:73])=[O:65])[CH2:56][C:57](=[O:63])[O:58][C:59]([CH3:62])([CH3:61])[CH3:60])=[O:53])[CH2:43][CH2:44][C:45](=[O:51])[O:46][C:47]([CH3:50])([CH3:49])[CH3:48])=[O:40])[CH3:38].C1CCC(N=C=NC2CCCCC2)CC1>CN(C=O)C>[NH:13]([C:26]([O:28][CH2:29][C:30]1[CH:35]=[CH:34][CH:33]=[CH:32][CH:31]=1)=[O:27])[C@H:14]([C:19]([NH:21][CH2:22][C:23]([NH:36][C@H:37]([C:39]([NH:41][C@H:42]([C:52]([NH:54][C@H:55]([C:64]([NH:66][C@H:67]([C:77]([NH:79][C@H:80]([C:83]([NH:85][C@H:86]([C:88]([O:90][C:91]([CH3:92])([CH3:93])[CH3:94])=[O:89])[CH3:87])=[O:84])[CH2:81][OH:82])=[O:78])[CH2:68][CH2:69][C:70](=[O:76])[O:71][C:72]([CH3:75])([CH3:74])[CH3:73])=[O:65])[CH2:56][C:57](=[O:63])[O:58][C:59]([CH3:60])([CH3:61])[CH3:62])=[O:53])[CH2:43][CH2:44][C:45](=[O:51])[O:46][C:47]([CH3:50])([CH3:49])[CH3:48])=[O:40])[CH3:38])=[O:25])=[O:20])[CH2:15][C:16](=[O:18])[NH2:17]. Reported procedure: 2.45 g. (13.3 mmoles) of pentafluorophenol, 1.31 g. (4.02 mmoles) of Z-Asn-Gly-OH (see Example 1) and 5.4 g. (4.02 mmoles) of H-27-32-OtBu are dissolved in 24 ml. of dry DMF, thereafter the solution is cooled to 0°C, and 0.915 g. (4.43 mmoles) of DCC are added to it. The reaction mixture is stirred at 0°C for 0.5 hours and at room temperature for 2.5 hours. The separated DCU is filtered off, and the filtrate is evaporated to dryness. The solid residue is triturated with ethyl acetate, filtered, ...